describe an organic reaction: reactants, conditions, products, and yield From a dataset of the Open Reaction Database (ORD), a public repository of structured organic reaction records. The reactants are COc1ccc(O)cc1, CS(=O)(=O)c1ccc(Cl)cc1, [K+], [K+], [Na+], O=C([O-])[O-], [OH-], O=S1(=O)CCCC1. The product is COc1ccc(Oc2ccc(S(C)(=O)=O)cc2)cc1. RXN SMILES: [CH3:12][O:13][c:14]1[cH:15][cH:16][c:17]([OH:20])[cH:18][cH:19]1.[CH3:1][S:2](=[O:3])(=[O:4])[c:5]1[cH:6][cH:7][c:8]([Cl:11])[cH:9][cH:10]1.[K+:21].[K+:22].[Na+:28].[O-:23][C:24]([O-:25])=[O:26].[OH-:27].[S:29]1(=[O:34])(=[O:35])[CH2:30][CH2:31][CH2:32][CH2:33]1>>[CH3:1][S:2](=[O:3])(=[O:4])[c:5]1[cH:6][cH:7][c:8]([O:20][c:17]2[cH:16][cH:15][c:14]([O:13][CH3:12])[cH:19][cH:18]2)[cH:9][cH:10]1. Starting materials: NC(=S)N(CCC1=CC=C(OC(C(=O)OCC)(C)C)C=C1)CC1=CC=C(C=C1)C(F)(F)F (ethyl 2-[4-(2-{(aminocarbonothioyl)[4-(trifluoromethyl)benzyl]amino}ethyl)phenoxy]-2-methylpropanoate), FC=1C=C(C(CBr)=O)C=CC1F (3,4-difluorophenacyl bromide). Product: FC=1C=C(C=CC1F)C=1N=C(SC1)N(CCC1=CC=C(OC(C(=O)O)(C)C)C=C1)CC1=CC=C(C=C1)C(F)(F)F (2-[4-(2-{[4-(3,4-Difluorophenyl)-1,3-thiazol-2-yl][4-(trifluoromethyl)benzyl]amino}ethyl)phenoxy]-2-methylpropanoic acid). As a reaction SMILES: [NH2:1][C:2]([N:4]([CH2:22][C:23]1[CH:28]=[CH:27][C:26]([C:29]([F:32])([F:31])[F:30])=[CH:25][CH:24]=1)[CH2:5][CH2:6][C:7]1[CH:21]=[CH:20][C:10]([O:11][C:12]([CH3:19])([CH3:18])[C:13]([O:15]CC)=[O:14])=[CH:9][CH:8]=1)=[S:3].[F:33][C:34]1[CH:35]=[C:36]([CH:41]=[CH:42][C:43]=1[F:44])[C:37](=O)[CH2:38]Br>>[F:33][C:34]1[CH:35]=[C:36]([C:37]2[N:1]=[C:2]([N:4]([CH2:22][C:23]3[CH:24]=[CH:25][C:26]([C:29]([F:32])([F:30])[F:31])=[CH:27][CH:28]=3)[CH2:5][CH2:6][C:7]3[CH:21]=[CH:20][C:10]([O:11][C:12]([CH3:18])([CH3:19])[C:13]([OH:15])=[O:14])=[CH:9][CH:8]=3)[S:3][CH:38]=2)[CH:41]=[CH:42][C:43]=1[F:44]. Procedure details: Similarly prepared from ethyl 2-[4-(2-{(aminocarbonothioyl)[4-(trifluoromethyl)benzyl]amino}ethyl)phenoxy]-2-methylpropanoate and 3,4-difluorophenacyl bromide.